This data is from the Open Reaction Database (ORD), a public repository of structured organic reaction records. The task is: describe an organic reaction: reactants, conditions, products, and yield Reactants: OCCC[C@@]1(CCN(C(O1)=O)[C@@H](C)C1=CC=C(C=C1)B1OC(C(O1)(C)C)(C)C)C1=CC=CC=C1 ((R)-6-(3-hydroxypropyl)-6-phenyl-3-((S)-1-(4-(4,4,5,5-tetramethyl-1,3,2-dioxaborolan-2-yl)phenyl)ethyl)-1,3-oxazinan-2-one), BrC1=CC(=NC=C1)O (4-bromo-2-hydroxypyridine). The product is OCCC[C@@]1(CCN(C(O1)=O)[C@@H](C)C1=CC=C(C=C1)C1=CC(=NC=C1)O)C1=CC=CC=C1 ((R)-6-(3-hydroxypropyl)-3-((S)-1-(4-(2-hydroxypyridin-4-yl)phenyl)ethyl)-6-phenyl-1,3-oxazinan-2-one). RXN SMILES: [OH:1][CH2:2][CH2:3][CH2:4][C@@:5]1([C:29]2[CH:34]=[CH:33][CH:32]=[CH:31][CH:30]=2)[O:10][C:9](=[O:11])[N:8]([C@H:12]([C:14]2[CH:19]=[CH:18][C:17](B3OC(C)(C)C(C)(C)O3)=[CH:16][CH:15]=2)[CH3:13])[CH2:7][CH2:6]1.Br[C:36]1[CH:41]=[CH:40][N:39]=[C:38]([OH:42])[CH:37]=1>>[OH:1][CH2:2][CH2:3][CH2:4][C@@:5]1([C:29]2[CH:30]=[CH:31][CH:32]=[CH:33][CH:34]=2)[O:10][C:9](=[O:11])[N:8]([C@H:12]([C:14]2[CH:15]=[CH:16][C:17]([C:36]3[CH:41]=[CH:40][N:39]=[C:38]([OH:42])[CH:37]=3)=[CH:18][CH:19]=2)[CH3:13])[CH2:7][CH2:6]1. Procedure details: The title compound was prepared from (R)-6-(3-hydroxypropyl)-6-phenyl-3-((S)-1-(4-(4,4,5,5-tetramethyl-1,3,2-dioxaborolan-2-yl)phenyl)ethyl)-1,3-oxazinan-2-one and 4-bromo-2-hydroxypyridine following a procedure analogous to that described in Example 30 Step 2. LC-MS Method 2 tR=1.019 min, m/z=865.4; 1H NMR (CDCl3) 1.29-1.40 (m, 1H), 1.49 (d, 3H), 1.60-1.72 (m, 1H), 1.83-2.01 (m, 3H), 2.18 (m, 1H), 2.21-2.37 (m, 2H), 2.88 (m, 1H), 3.51 (m, 2H), 5.63 (m, 1H), 6.41 (d, 1H), 6.68 (s, 1H), 6.90 (d, ... Reactants: C=CCC(C)C(O)C(C)C(=O)C(C)(C)C(OC(C)C)OC(C)C, [Cl-], O=C(Cl)OCC(Cl)(Cl)Cl, ClCCl, [Na+], c1ccncc1. The product is C=CCC(C)C(OC(=O)OCC(Cl)(Cl)Cl)C(C)C(=O)C(C)(C)C(OC(C)C)OC(C)C. As a reaction SMILES: [CH:16]([CH3:17])([CH3:18])[O:19][CH:20]([C:21]([C:22]([CH:23]([CH:24]([CH:25]([CH2:26][CH:27]=[CH2:28])[CH3:29])[OH:30])[CH3:31])=[O:32])([CH3:33])[CH3:34])[O:35][CH:36]([CH3:37])[CH3:38].[Cl-:39].[Cl:1][C:2](=[O:3])[O:4][CH2:5][C:6]([Cl:7])([Cl:8])[Cl:9].[Cl:41][CH2:42][Cl:43].[Na+:40].[cH:10]1[cH:11][cH:12][n:13][cH:14][cH:15]1>>[C:2](=[O:3])([O:4][CH2:5][C:6]([Cl:7])([Cl:8])[Cl:9])[O:30][CH:24]([CH:23]([C:22]([C:21]([CH:20]([O:19][CH:16]([CH3:17])[CH3:18])[O:35][CH:36]([CH3:37])[CH3:38])([CH3:33])[CH3:34])=[O:32])[CH3:31])[CH:25]([CH2:26][CH:27]=[CH2:28])[CH3:29]. Reported procedure: A mixture of 0.7 g (0.0027 mole) of 2-(3,4-dichlorophenyl-N-methylmaleimide and 5.0 g (0.05 mole) of 1,3-cycloheptadiene in a pressure vessel was heated in an oil bath at a bath temperature of 180° C. for 24 hours. The reaction vessel was cooled to room temperature and the contents were dissolved in and removed with the aid of dichloromethane and acetone. The solution was concentrated in vacuo and gave a tacky glass. The glass was dissolved in dichloromethane and filtered through hydrous magnesi... Reaction conditions: temperature 180 celsius. Solvent: ClCCl (dichloromethane), ClCCl (dichloromethane). Reaction SMILES: [Cl:1][C:2]1[CH:3]=[C:4]([C:9]2[C:10]([N:12]([CH3:16])[C:13](=[O:15])[CH:14]=2)=[O:11])[CH:5]=[CH:6][C:7]=1[Cl:8].[CH:17]1[CH2:23][CH2:22][CH2:21][CH:20]=[CH:19][CH:18]=1>ClCCl>[Cl:1][C:2]1[CH:3]=[C:4]([C:9]23[CH:19]4[CH2:20][CH2:21][CH2:22][CH:23]([CH:17]=[CH:18]4)[CH:14]2[C:13](=[O:15])[N:12]([CH3:16])[C:10]3=[O:11])[CH:5]=[CH:6][C:7]=1[Cl:8]. Starting materials: ClC=1C=C(C=CC1Cl)C=1C(=O)N(C(C1)=O)C (3,4-dichlorophenyl-N-methylmaleimide), C1=CC=CCCC1 (1,3-cycloheptadiene). Yields the product ClC=1C=C(C=CC1Cl)C12C(N(C(C2C2C=CC1CCC2)=O)C)=O (3a-(3,4-dichlorophenyl)-3a,4,7,7a-tetrahydro-2-methyl-4,7-propano-1H-isoindol-1,3(2H)-dione). The reactants are CNOC, CCN=C=NCCCN(C)C, CCN(C(C)C)C(C)C, Cl, Cl, Nc1nc2ccc(C(=O)O)cn2c1-c1ccccc1, CN(C)C=O. Product: CON(C)C(=O)c1ccc2nc(N)c(-c3ccccc3)n2c1. As a reaction SMILES: [CH3:21][NH:22][O:23][CH3:24].[CH3:35][N:36]([CH3:37])[CH2:38][CH2:39][CH2:40][N:41]=[C:42]=[N:43][CH2:44][CH3:45].[CH:25]([N:26]([CH:27]([CH3:28])[CH3:29])[CH2:30][CH3:31])([CH3:32])[CH3:33].[ClH:20].[ClH:34].[NH2:1][c:2]1[n:3][c:4]2[n:5]([cH:6][c:7]([C:10](=[O:11])[OH:12])[cH:8][cH:9]2)[c:13]1-[c:14]1[cH:15][cH:16][cH:17][cH:18][cH:19]1.[O:46]=[CH:47][N:48]([CH3:49])[CH3:50]>>[NH2:1][c:2]1[n:3][c:4]2[n:5]([cH:6][c:7]([C:10](=[O:12])[N:22]([CH3:21])[O:23][CH3:24])[cH:8][cH:9]2)[c:13]1-[c:14]1[cH:15][cH:16][cH:17][cH:18][cH:19]1. Starting materials: Cl (hydrochloric acid), BrC(C(=O)N)(C)C (2-bromo-2-methylpropanamide), NC=1C2=C(N=CN1)NC=C2C2=CC=C(C=C2)OC2=CC=CC=C2 (4-Amino-5-(4-phenoxyphenyl)-7H-pyrrolo[2,3-d]pyrimidine), [OH-].[Na+] (sodium hydroxide), BrC(C(=O)N)(C)C (2-Bromo-2-methylpropanamide). The solvent is O (Water), CN1C(N(CCC1)C)=O (1,3-dimethyl-3,4,5,6-tetrahydro-2-(1H)-pyrimidinone), O (water). Reaction conditions: time 18 hour. The product is NC=1C2=C(N=CN1)N(C=C2C2=CC=C(C=C2)OC2=CC=CC=C2)C(C(=O)N)(C)C (2-[4-amino-5-(4-phenoxyphenyl)pyrrolo[2,3-d]pyrimidin-7-yl]-2-methylpropionamide). As a reaction SMILES: [NH2:1][C:2]1[C:3]2[C:10]([C:11]3[CH:16]=[CH:15][C:14]([O:17][C:18]4[CH:23]=[CH:22][CH:21]=[CH:20][CH:19]=4)=[CH:13][CH:12]=3)=[CH:9][NH:8][C:4]=2[N:5]=[CH:6][N:7]=1.[OH-].[Na+].Br[C:27]([CH3:32])([CH3:31])[C:28]([NH2:30])=[O:29].Cl>CN1CCCN(C)C1=O.O>[NH2:1][C:2]1[C:3]2[C:10]([C:11]3[CH:12]=[CH:13][C:14]([O:17][C:18]4[CH:23]=[CH:22][CH:21]=[CH:20][CH:19]=4)=[CH:15][CH:16]=3)=[CH:9][N:8]([C:27]([CH3:32])([CH3:31])[C:28]([NH2:30])=[O:29])[C:4]=2[N:5]=[CH:6][N:7]=1 |f:1.2|. Procedure: 4-Amino-5-(4-phenoxyphenyl)-7H-pyrrolo[2,3-d]pyrimidine (200 mg) was dissolved in 1,3-dimethyl-3,4,5,6-tetrahydro-2-(1H)-pyrimidinone (1.5 ml) with stirring and sodium hydroxide (0.158 g) was added at ambient temperature and the mixture stirred for 15 minutes. 2-Bromo-2-methylpropanamide (0.5 g) was added and the mixture was stirred vigorously for 18 hours at ambient temperature under a water-free atmosphere, then further 2-bromo-2-methylpropanamide (0.15 g) was added and stirred for a further 2... The reactants are C(C)(=O)[O-].[NH4+] (ammonium acetate), C(C(C)C)=O (isobutyraldehyde), CC(=O)C1=CC2=C(C=C1)OCO2 (3,4-methylenedioxy-acetophenone), C(C)OC(CC#N)=O (cyanoacetic acid ethyl ester). The solvent is C(C)O (ethanol). Run at temperature 85 celsius. Yields the product C(C)(C)C1=C(C(NC(=C1)C1=CC2=C(C=C1)OCO2)=O)C#N (4-Isopropyl-6-(3,4-methylenedioxyphenyl)-2-oxo-1,2-dihydropyridine-3-carbonitrile). As a reaction SMILES: C([O-])(=O)C.[NH4+:5].[CH:6](=O)[CH:7]([CH3:9])[CH3:8].[CH3:11][C:12]([C:14]1[CH:19]=[CH:18][C:17]2[O:20][CH2:21][O:22][C:16]=2[CH:15]=1)=O.C(O[C:26](=[O:30])[CH2:27][C:28]#[N:29])C>C(O)C>[CH:7]([C:9]1[CH:11]=[C:12]([C:14]2[CH:19]=[CH:18][C:17]3[O:20][CH2:21][O:22][C:16]=3[CH:15]=2)[NH:5][C:26](=[O:30])[C:27]=1[C:28]#[N:29])([CH3:8])[CH3:6] |f:0.1|. Procedure details: 100 g of ammonium acetate is added to a solution of 12 g of isobutyraldehyde, 26 g of 3,4-methylenedioxy-acetophenone and 18 g of cyanoacetic acid ethyl ester in 300 ml of ethanol, and it is then refluxed for six hours while being stirred (80-90° C.). After cooling, the precipitate is suctioned off, washed first with cold ethanol and then with water and dried in air. Yield 17 g, melting point 266-268° C.